Dataset: the Open Reaction Database (ORD), a public repository of structured organic reaction records. Task: describe an organic reaction: reactants, conditions, products, and yield As a reaction SMILES: [C:1]([O:5][C:6](=O)N[C@H](C)C(N(OC)C)=O)([CH3:4])([CH3:3])C.[Mg:17].COC1C=CC([Br:26])=CC=1.[I-].O1C[CH2:31][CH2:30][CH2:29]1>>[CH3:6][O:5][C:1]1[CH:3]=[CH:31][C:30]([Mg:17][Br:26])=[CH:29][CH:4]=1. Conditions: time 16 hour. Procedure details: A solution of (R)-t-butyl(1-(methoxy(methyl)amino)-1-oxopropan-2-yl)carbamate (5.0 g, 21.5 mmol) in 50 mL of tetrahydrofuran was cooled to −20° C. 4-Methoxyphenylmagnesium bromide was prepared by stirring magnesium (2.1 g, 86.1 mmol), 4-methoxybromobenzene (16.1 g, 86.1 mmol), and a catalytically effective amount of iodide in 100 mL of tetrahydrofuran, and dropwise added to the solution. A reaction was conducted at 20˜25° C. for 16 hrs while stirring. Reactants: [I-] (iodide), O1CCCC1 (tetrahydrofuran), [Mg] (magnesium), COC1=CC=C(C=C1)Br (4-methoxybromobenzene), C(C)(C)(C)OC(N[C@@H](C(=O)N(C)OC)C)=O ((R)-t-butyl(1-(methoxy(methyl)amino)-1-oxopropan-2-yl)carbamate), O1CCCC1 (tetrahydrofuran). Product: COC1=CC=C(C=C1)[Mg]Br (4-Methoxyphenylmagnesium bromide). Reactants: N1(CCC2=CC=CC=C12)C1=C(C=CC=C1)NC(=O)N(C)C (N-[2-(Indolin-1-yl)phenyl]-dimethylaminocarboxamide). The solvent is C(C)(=O)OC(C)=O (acetic anhydride). The product is C1CC2=CC=CC=3C(NC4=C(N1C32)C=CC=C4)=O (1,2-Dihydrobenzo[b]pyrrolo[3,2,1-jk][1,4]benzodiazepin-6-one). Reaction SMILES: [N:1]1([C:10]2[CH:15]=[CH:14][CH:13]=[CH:12][C:11]=2[NH:16][C:17](N(C)C)=[O:18])[C:9]2[C:4](=[CH:5][CH:6]=[CH:7][CH:8]=2)[CH2:3][CH2:2]1>C(OC(=O)C)(=O)C>[CH2:2]1[N:1]2[C:9]3[C:4](=[CH:5][CH:6]=[CH:7][C:8]=3[C:17](=[O:18])[NH:16][C:11]3[CH:12]=[CH:13][CH:14]=[CH:15][C:10]=32)[CH2:3]1. Procedure: N-[2-(Indolin-1-yl)phenyl]-dimethylaminocarboxamide (37 gm; 0.13 moles) in acetic anhydride (140 ml) was refluxed for 30 minutes. The mixture was cooled to ~50° C., and thereafter concentrated on a rotary evaporator to about 80 ml while crystallization occurred. The red solid was filtered and washed with ether. Recrystallization from chloroform (500 ml) afforded red-orange crystals: 21.3 gm (68%), m.p. 213.5°-214.5° C. Starting materials: [Br-].C(C1=CC=CC=C1)[N+]1=C(N(C=C1)CC1=CC=CC=C1)C1OCCO1 (1-benzyl-2-(1,3-dioxolan-2-yl)-3-benzyl-imidazolium bromide), Cl(=O)(=O)(=O)[O-].[Na+] (sodium perchlorate). Solvent: Br (HBr). Run at time 48 hour. Product: Cl(=O)(=O)(=O)[O-].C(C1=CC=CC=C1)N1C=C[N+]2=CC=3C=CC=CC3C=C21 (1-benzylimidazo[1,2-b]isoquinolin-4-ium perchlorate). As a reaction SMILES: [Br-].[CH2:2]([N+:9]1[CH:13]=[CH:12][N:11]([CH2:14][C:15]2[CH:20]=[CH:19][CH:18]=[CH:17][CH:16]=2)[C:10]=1[CH:21]1OCCO1)[C:3]1[CH:8]=[CH:7][CH:6]=[CH:5][CH:4]=1.[Cl:26]([O-:30])(=[O:29])(=[O:28])=[O:27].[Na+]>Br>[Cl:26]([O-:30])(=[O:29])(=[O:28])=[O:27].[CH2:2]([N:9]1[C:10]2[N+:11](=[CH:14][C:15]3[CH:16]=[CH:17][CH:18]=[CH:19][C:20]=3[CH:21]=2)[CH:12]=[CH:13]1)[C:3]1[CH:4]=[CH:5][CH:6]=[CH:7][CH:8]=1 |f:0.1,2.3,5.6|. Procedure: A mixture of 1-benzyl-2-(1,3-dioxolan-2-yl)-3-benzyl-imidazolium bromide (17.3 g) and 450 ml of 48% HBr was heated on an oil-bath (120°-130° C.) and stirred for 48 h. The mixture was concentrated in vacuo at 60° C. and the resulting green colored residue was redissolved in water. The aqueous solution was treated with a sodium perchlorate (2 equiv) solution and the precipitated product was separated by decanting, and crystallized from CH3CN-EtOAC. The solid product was collected by filtration, wa... The reactants are COc1ccc2ccc(OS(=O)(=O)C(F)(F)F)c(-c3nnc(Cl)c4ccccc34)c2c1, CCC(O)(CC)C(N)c1ccccc1. The product is CCC(O)(CC)C(Nc1nnc(-c2c(OS(=O)(=O)C(F)(F)F)ccc3ccc(OC)cc23)c2ccccc12)c1ccccc1. Reaction SMILES: [Cl:1][c:2]1[n:3][n:4][c:5](-[c:12]2[c:13]([O:24][S:25](=[O:26])(=[O:27])[C:28]([F:29])([F:30])[F:31])[cH:14][cH:15][c:16]3[cH:17][cH:18][c:19]([O:22][CH3:23])[cH:20][c:21]23)[c:6]2[cH:7][cH:8][cH:9][cH:10][c:11]12.[NH2:32][CH:33]([c:34]1[cH:35][cH:36][cH:37][cH:38][cH:39]1)[C:40]([CH2:41][CH3:42])([CH2:43][CH3:44])[OH:45]>>[c:2]1([NH:32][CH:33]([c:34]2[cH:35][cH:36][cH:37][cH:38][cH:39]2)[C:40]([CH2:41][CH3:42])([CH2:43][CH3:44])[OH:45])[n:3][n:4][c:5](-[c:12]2[c:13]([O:24][S:25](=[O:26])(=[O:27])[C:28]([F:29])([F:30])[F:31])[cH:14][cH:15][c:16]3[cH:17][cH:18][c:19]([O:22][CH3:23])[cH:20][c:21]23)[c:6]2[cH:7][cH:8][cH:9][cH:10][c:11]12. Reactants: B(O)(O)C=1C=C(C(=O)O)C=CC1 (3-Boronobenzoic acid), C1(=CC=CC=C1)P(C1=CC=CC=C1)C1=CC=CC=C1 (triphenylphosphine), C([O-])([O-])=O.[K+].[K+] (potassium carbonate), BrC1=C(C=CC=C1)C1=CC=CC=C1 (2-bromo-1,1′-biphenyl). The reagents and catalysts are C(C)(=O)[O-].[Pd+2].C(C)(=O)[O-] (palladium acetate). Run in C(C)#N (acetonitrile), O (water). Reaction conditions: temperature 100 celsius, time 8 hour. The product is C1(=CC=CC=C1)C=1C(=CC=CC1)C1=CC(=CC=C1)C(=O)O ([1,1′;2′,1″]terphenyl-3″-carboxylic acid). The yield is 38.5%. RXN SMILES: B([C:4]1[CH:5]=[C:6]([CH:10]=[CH:11][CH:12]=1)[C:7]([OH:9])=[O:8])(O)O.C1(P(C2C=CC=CC=2)C2C=CC=CC=2)C=CC=CC=1.C(=O)([O-])[O-].[K+].[K+].Br[C:39]1[CH:44]=[CH:43][CH:42]=[CH:41][C:40]=1[C:45]1[CH:50]=[CH:49][CH:48]=[CH:47][CH:46]=1>C(#N)C.C([O-])(=O)C.[Pd+2].C([O-])(=O)C.O>[C:40]1([C:45]2[C:50]([C:4]3[CH:12]=[CH:11][CH:10]=[C:6]([C:7]([OH:9])=[O:8])[CH:5]=3)=[CH:49][CH:48]=[CH:47][CH:46]=2)[CH:41]=[CH:42][CH:43]=[CH:44][CH:39]=1 |f:2.3.4,7.8.9|. Reported procedure: 3-Boronobenzoic acid (300 mg, 1.81 mmol), palladium acetate (40.4 mg, 0.18 mmol), triphenylphosphine (94.6 mg, 0.36 mmol) and potassium carbonate (374.6 mg, 2.71 mmol) were added to a solution of 2-bromo-1,1′-biphenyl (0.3 ml, 1.81 mmol) in acetonitrile (10 mL)-water (2.5 ml), and the mixture was heated with stirring at 100° C. overnight. The reaction mixture was cooled and then filtered through celite, and the filtrate was concentrated under reduced pressure. The resulting residue was purified ... Starting materials: CCN=C=O, CCO, Nc1cc(CCc2ccccn2)ccc1O. Product: CCNC(=O)Nc1cc(CCc2ccccn2)ccc1O. RXN SMILES: [CH2:17]([CH3:18])[N:19]=[C:20]=[O:21].[CH3:22][CH2:23][OH:24].[NH2:1][c:2]1[cH:3][c:4]([CH2:9][CH2:10][c:11]2[n:12][cH:13][cH:14][cH:15][cH:16]2)[cH:5][cH:6][c:7]1[OH:8]>>[NH:1]([c:2]1[cH:3][c:4]([CH2:9][CH2:10][c:11]2[n:12][cH:13][cH:14][cH:15][cH:16]2)[cH:5][cH:6][c:7]1[OH:8])[C:20]([NH:19][CH2:17][CH3:18])=[O:21]. Reaction SMILES: [Cl:1][c:2]1[cH:3][cH:4][c:5]2[n:6]([n:7]1)[cH:8][c:9]([C:11](=[O:12])[NH:13][CH:14]([CH3:15])[CH3:16])[n:10]2.[NH2:17][c:18]1[s:19][c:20](-[c:26]2[c:27]([F:37])[cH:28][c:29]([C:33]([CH3:34])([CH3:35])[OH:36])[cH:30][c:31]2[F:32])[cH:21][c:22]1[C:23](=[O:24])[NH2:25]>>[c:2]1([NH:17][c:18]2[s:19][c:20](-[c:26]3[c:27]([F:37])[cH:28][c:29]([C:33]([CH3:34])([CH3:35])[OH:36])[cH:30][c:31]3[F:32])[cH:21][c:22]2[C:23](=[O:24])[NH2:25])[cH:3][cH:4][c:5]2[n:6]([n:7]1)[cH:8][c:9]([C:11](=[O:12])[NH:13][CH:14]([CH3:15])[CH3:16])[n:10]2. Starting materials: CC(C)NC(=O)c1cn2nc(Cl)ccc2n1, CC(C)(O)c1cc(F)c(-c2cc(C(N)=O)c(N)s2)c(F)c1. The product is CC(C)NC(=O)c1cn2nc(Nc3sc(-c4c(F)cc(C(C)(C)O)cc4F)cc3C(N)=O)ccc2n1. The reactants are BrCCCCBr, Nc1ccc2c(c1)C(=O)NC2. Yields the product O=C1NCc2ccc(N3CCCC3)cc21. Reaction SMILES: [Br:12][CH2:13][CH2:14][CH2:15][CH2:16][Br:17].[NH2:1][c:2]1[cH:3][cH:4][c:5]2[c:9]([cH:10]1)[C:8](=[O:11])[NH:7][CH2:6]2>>[N:1]1([c:2]2[cH:3][cH:4][c:5]3[c:9]([cH:10]2)[C:8](=[O:11])[NH:7][CH2:6]3)[CH2:13][CH2:14][CH2:15][CH2:16]1. Starting materials: C(C)(C)(C)OC(NC1(CCC1)C1=CC=C(C=C1)C1=C(OC2=CC=C(C=C2C1=O)F)C1=CC=CC=C1)=O ({1-[4-(6-fluoro-4-oxo-2-phenyl-4H-chromen-3-yl)-phenyl]-cyclobutyl}-carbamic acid tert-butyl ester), BrC=1C=CC=C2C(C(=C(OC12)C1=CC=CC=C1)I)=O (8-bromo-3-iodo-2-phenyl-chromen-4-one), CC1(OB(OC1(C)C)C1=CC=C(C=C1)C1(COC1)NS(=O)C(C)(C)C)C (2-methyl-propane-2-sulfinic acid {3-[4-(4,4,5,5-tetramethyl[1,3,2]dioxaborolan-2-yl)-phenyl]-oxetan-3-yl}-amide). The product is BrC=1C=CC=C2C(C(=C(OC12)C1=CC=CC=C1)C1=CC=C(C=C1)C1(COC1)NS(=O)C(C)(C)C)=O (2-Methyl-propane-2-sulfinic acid {3-[4-(8-bromo-4-oxo-2-phenyl-4H-chromen-3-yl)-phenyl]-oxetan-3-yl}-amide). The yield is 55.0%. Reaction SMILES: C(OC(=O)NC1(C2C=CC(C3C(=O)C4C(=CC=C(F)C=4)OC=3C3C=CC=CC=3)=CC=2)CCC1)(C)(C)C.[Br:37][C:38]1[CH:39]=[CH:40][CH:41]=[C:42]2[C:47]=1[O:46][C:45]([C:48]1[CH:53]=[CH:52][CH:51]=[CH:50][CH:49]=1)=[C:44](I)[C:43]2=[O:55].CC1(C)C(C)(C)OB([C:64]2[CH:69]=[CH:68][C:67]([C:70]3([NH:74][S:75]([C:77]([CH3:80])([CH3:79])[CH3:78])=[O:76])[CH2:73][O:72][CH2:71]3)=[CH:66][CH:65]=2)O1>>[Br:37][C:38]1[CH:39]=[CH:40][CH:41]=[C:42]2[C:47]=1[O:46][C:45]([C:48]1[CH:53]=[CH:52][CH:51]=[CH:50][CH:49]=1)=[C:44]([C:64]1[CH:65]=[CH:66][C:67]([C:70]3([NH:74][S:75]([C:77]([CH3:80])([CH3:79])[CH3:78])=[O:76])[CH2:73][O:72][CH2:71]3)=[CH:68][CH:69]=1)[C:43]2=[O:55]. Reported procedure: Following the procedure used to prepare {1-[4-(6-fluoro-4-oxo-2-phenyl-4H-chromen-3-yl)-phenyl]-cyclobutyl}-carbamic acid tert-butyl ester, 8-bromo-3-iodo-2-phenyl-chromen-4-one and 2-methyl-propane-2-sulfinic acid {3-[4-(4,4,5,5-tetramethyl[1,3,2]dioxaborolan-2-yl)-phenyl]-oxetan-3-yl}-amide were reacted to give the title compound as a tan solid (59 mg, 55%). LCMS (Method B): RT=5.02 min, [M+H]+=552/554. The reactants are C1(CCCCCC1)O (cycloheptanol), NC1=C(C#N)C(=CC=C1)F (2-amino-6-fluorobenzonitrile). Product: NC1=C(C#N)C(=CC=C1)OC1CCCCCC1 (2-amino-6-(cycloheptyloxy)benzonitrile). Reaction SMILES: [CH:1]1([OH:8])[CH2:7][CH2:6][CH2:5][CH2:4][CH2:3][CH2:2]1.[NH2:9][C:10]1[CH:17]=[CH:16][CH:15]=[C:14](F)[C:11]=1[C:12]#[N:13]>>[NH2:9][C:10]1[CH:17]=[CH:16][CH:15]=[C:14]([O:8][CH:1]2[CH2:7][CH2:6][CH2:5][CH2:4][CH2:3][CH2:2]2)[C:11]=1[C:12]#[N:13]. Procedure details: Prepared as in Example 22b from cycloheptanol and 2-amino-6-fluorobenzonitrile as yellow oil (11%). 1H NMR (400 MHz, DMSO-d6) δ 1.42-1.71 (m, 10H), 1.88-1.93 (m, 2H), 4.56 (m, 1H), 5.95 (s, 2H), 6.20 (d, J=8.0 Hz, 1H), 6.30 (d, J=8.0 Hz, 1H), 7.15 (t, J=8.0 Hz, 1H). MS 231 (MH+).